Dataset: the Open Reaction Database (ORD), a public repository of structured organic reaction records. Task: describe an organic reaction: reactants, conditions, products, and yield Procedure: To a stirred suspension of 100 mg (0.31 mmol) 2-amino-4-(5-bromomethyl-furan-2-yl)-6-methylsulfanyl-pyrimidine-5-carbonitrile in 5 ml water and 5 ml acetone was added 104 mg (0.61 mmol) silver nitrate and stirring continued for 16 h at room temperature in the dark. The reaction mixture was then concentrated in vacuo and the residue partitioned between ethyl acetate and water. The combined organic phases were dried over sodium sulfate and concentrated in vacuo. Chromatography (1/1 ethyl acetate/h... The reactants are NC1=NC(=C(C(=N1)C=1OC(=CC1)CBr)C#N)SC (2-amino-4-(5-bromomethyl-furan-2-yl)-6-methylsulfanyl-pyrimidine-5-carbonitrile), O (water). Reaction conditions: time 16 hour. The product is NC1=NC(=C(C(=N1)C=1OC(=CC1)CO)C#N)SC (2-amino-4-(5-hydroxymethyl-furan-2-yl)-6-methylsulfanyl-pyrimidine-5-carbonitrile). Reaction SMILES: [NH2:1][C:2]1[N:7]=[C:6]([C:8]2[O:9][C:10]([CH2:13]Br)=[CH:11][CH:12]=2)[C:5]([C:15]#[N:16])=[C:4]([S:17][CH3:18])[N:3]=1.[OH2:19]>CC(C)=O.[N+]([O-])([O-])=O.[Ag+]>[NH2:1][C:2]1[N:7]=[C:6]([C:8]2[O:9][C:10]([CH2:13][OH:19])=[CH:11][CH:12]=2)[C:5]([C:15]#[N:16])=[C:4]([S:17][CH3:18])[N:3]=1 |f:3.4|. Reagents/catalysts: [N+](=O)([O-])[O-].[Ag+] (silver nitrate). The yield is 35.0%. Run in CC(=O)C (acetone). Starting materials: C(C)OC(=O)C=1NC2=CC=C(C=C2C1)C1=CC=C(C=C1)C(C)(C)C (5-(4-tert-butylphenyl)indole-2-carboxylic acid ethyl ester), CS(=O)(=O)C1=CC=C(C=C1)B(O)O (4-(methylsulfonyl)phenylboronic acid). Product: C(C)(C)(C)C1=CC=C(C=C1)C=1C=C2C=C(N(C2=CC1)C1=CC=C(C=C1)S(=O)(=O)C)C(=O)O (5-(4-tert-Butylphenyl)-1-(4-(methylsulfonyl)phenyl)indole-2-carboxylic acid). RXN SMILES: C([O:3][C:4]([C:6]1[NH:7][C:8]2[C:13]([CH:14]=1)=[CH:12][C:11]([C:15]1[CH:20]=[CH:19][C:18]([C:21]([CH3:24])([CH3:23])[CH3:22])=[CH:17][CH:16]=1)=[CH:10][CH:9]=2)=[O:5])C.[CH3:25][S:26]([C:29]1[CH:34]=[CH:33][C:32](B(O)O)=[CH:31][CH:30]=1)(=[O:28])=[O:27]>>[C:21]([C:18]1[CH:17]=[CH:16][C:15]([C:11]2[CH:12]=[C:13]3[C:8](=[CH:9][CH:10]=2)[N:7]([C:32]2[CH:33]=[CH:34][C:29]([S:26]([CH3:25])(=[O:28])=[O:27])=[CH:30][CH:31]=2)[C:6]([C:4]([OH:3])=[O:5])=[CH:14]3)=[CH:20][CH:19]=1)([CH3:23])([CH3:22])[CH3:24]. Procedure details: The title compound was prepared in accordance with Example 8(c) using 5-(4-tert-butylphenyl)indole-2-carboxylic acid ethyl ester and 4-(methylsulfonyl)phenylboronic acid, followed by hydrolysis in accordance with the procedure described in Example 1(c).